This data is from the Open Reaction Database (ORD), a public repository of structured organic reaction records. The task is: describe an organic reaction: reactants, conditions, products, and yield Reactants: ClCCl, CS(=O)(=O)Cl, CCn1nc(C#N)cc1-c1cn(C(C)C)c2cc(N)ccc12, c1ccncc1. Product: CCn1nc(C#N)cc1-c1cn(C(C)C)c2cc(NS(C)(=O)=O)ccc12. As a reaction SMILES: [CH2:34]([Cl:35])[Cl:36].[CH3:29][S:30]([Cl:31])(=[O:32])=[O:33].[NH2:1][c:2]1[cH:3][cH:4][c:5]2[c:6](-[c:14]3[cH:15][c:16]([C:21]#[N:22])[n:17][n:18]3[CH2:19][CH3:20])[cH:7][n:8]([CH:11]([CH3:12])[CH3:13])[c:9]2[cH:10]1.[cH:23]1[cH:24][cH:25][n:26][cH:27][cH:28]1>>[NH:1]([c:2]1[cH:3][cH:4][c:5]2[c:6](-[c:14]3[cH:15][c:16]([C:21]#[N:22])[n:17][n:18]3[CH2:19][CH3:20])[cH:7][n:8]([CH:11]([CH3:12])[CH3:13])[c:9]2[cH:10]1)[S:30]([CH3:29])(=[O:32])=[O:33]. The product is C(C1=CC=CC=C1)OC=1C=C(C=O)C=CC1OC (3-Benzyloxy-4-methoxy-benzaldehyde). RXN SMILES: [OH:1][C:2]1[CH:3]=[C:4]([CH:7]=[CH:8][C:9]=1[O:10][CH3:11])[CH:5]=[O:6].C(O)C.C([O-])([O-])=O.[K+].[K+].[CH2:21](Cl)[C:22]1[CH:27]=[CH:26][CH:25]=[CH:24][CH:23]=1>[Na+].[I-].O>[CH2:21]([O:1][C:2]1[CH:3]=[C:4]([CH:7]=[CH:8][C:9]=1[O:10][CH3:11])[CH:5]=[O:6])[C:22]1[CH:27]=[CH:26][CH:25]=[CH:24][CH:23]=1 |f:2.3.4,6.7|. The yield is 99.9%. The solvent is O (water). Starting materials: OC=1C=C(C=O)C=CC1OC (3-hydroxy-4-methoxy-benzaldehyde), C(C)O (ethanol), C(=O)([O-])[O-].[K+].[K+] (K2CO3), C(C1=CC=CC=C1)Cl (benzyl chloride). Reagents/catalysts: [Na+].[I-] (NaI). Procedure: A mixture of 3-hydroxy-4-methoxy-benzaldehyde (100 g, 0.657 mole), ethanol (300 ml), K2CO3 (108.9 g, 0.788 mole), benzyl chloride (86.8 ml, 0.755 mole) and NaI (5 g) under N2 was refluxed under stirring for 2.5 hours, then cooled and added with water (900 ml). The precipitate was filtered, washed with water, and then with petrolatum, then dried under vacuum at 40° C. to give 159 g of the title compound which was used as such in the subsequent step. Reaction conditions: time 2.5 hour. The reactants are C(C)(=O)O[BH-](OC(C)=O)OC(C)=O.[Na+] (sodium triacetoxyborohydride), N1N=CC2=CC(=CC=C12)NC1CCC(CC1)=O (4-(1H-5-Indazolylamino)-1-cyclohexanone), N1N=CC2=CC(=CC=C12)NC1CCC(CC1)=O (4-(1H-5-Indazolylamino)-1-cyclohexanone), C1(CC1)CN (cyclopropylmethylamine), Cl.CO (Hydrochloric acid methanol). The solvent is CO (methanol). Run at time 18 hour. Yields the product C1(CC1)CNC1CCC(CC1)NC=1C=C2C=NNC2=CC1 (N1-Cyclopropylmethyl-N4-(1H-5-indazolyl)-1,4-cyclohexanediamine). Yield: 18.4%. RXN SMILES: [NH:1]1[C:9]2[C:4](=[CH:5][C:6]([NH:10][CH:11]3[CH2:16][CH2:15][C:14](=O)[CH2:13][CH2:12]3)=[CH:7][CH:8]=2)[CH:3]=[N:2]1.[CH:18]1([CH2:21][NH2:22])[CH2:20][CH2:19]1.C(O[BH-](OC(=O)C)OC(=O)C)(=O)C.[Na+].Cl.CO>CO>[CH:18]1([CH2:21][NH:22][CH:14]2[CH2:15][CH2:16][CH:11]([NH:10][C:6]3[CH:5]=[C:4]4[C:9](=[CH:8][CH:7]=3)[NH:1][N:2]=[CH:3]4)[CH2:12][CH2:13]2)[CH2:20][CH2:19]1 |f:2.3,4.5|. Procedure: 4-(1H-5-Indazolylamino)-1-cyclohexanone (intermediate 3) (57 mg) and cyclopropylmethylamine (54 mg) were dissolved in methanol (1 ml), and sodium triacetoxyborohydride (105 mg) was added by portions to the solution at room temperature. The reaction mixture was stirred at room temperature for 18 hr. Hydrochloric acid-methanol was then added thereto, and the reaction mixture was stirred and was then concentrated. The residue was purified by HPLC [0.5% aqueous trifluoroacetic acid solution/acetonit... The reactants are Cc1c(N)cccc1Br, CSCCC(NC(=O)OCc1ccccc1)C(=O)O, ClCCCl, CC#N, CCOC(C)=O, CCN(C(C)C)C(C)C, O, On1nnc2cccnc21. Product: CSCCC(NC(=O)OCc1ccccc1)C(=O)Nc1cccc(Br)c1C. Reaction SMILES: [Br:1][c:2]1[c:3]([CH3:9])[c:4]([NH2:5])[cH:6][cH:7][cH:8]1.[CH2:10]([c:11]1[cH:12][cH:13][cH:14][cH:15][cH:16]1)[O:17][C:18](=[O:19])[NH:20][CH:21]([C:22](=[O:23])[OH:24])[CH2:25][CH2:26][S:27][CH3:28].[CH2:48]([Cl:49])[CH2:50][Cl:51].[CH3:52][C:53]#[N:54].[CH3:56][CH2:57][O:58][C:59](=[O:60])[CH3:61].[CH:39]([N:40]([CH:41]([CH3:42])[CH3:43])[CH2:44][CH3:45])([CH3:46])[CH3:47].[OH2:55].[OH:29][n:30]1[c:31]2[n:32][cH:33][cH:34][cH:35][c:36]2[n:37][n:38]1>>[Br:1][c:2]1[c:3]([CH3:9])[c:4]([NH:5][C:22]([CH:21]([NH:20][C:18]([O:17][CH2:10][c:11]2[cH:12][cH:13][cH:14][cH:15][cH:16]2)=[O:19])[CH2:25][CH2:26][S:27][CH3:28])=[O:23])[cH:6][cH:7][cH:8]1.